The task is: describe an organic reaction: reactants, conditions, products, and yield. This data is from the Open Reaction Database (ORD), a public repository of structured organic reaction records. Starting materials: Cl, [Li+], C1CCOC1, [OH-], O, COC(=O)CCN1CCC(OC(=O)Nc2ccccc2-c2ccccc2)CC1. Product: O=C(O)CCN1CCC(OC(=O)Nc2ccccc2-c2ccccc2)CC1. Reaction SMILES: [ClH:36].[Li+:29].[O:31]1[CH2:32][CH2:33][CH2:34][CH2:35]1.[OH-:30].[OH2:37].[c:1]1(-[c:23]2[cH:24][cH:25][cH:26][cH:27][cH:28]2)[c:2]([NH:7][C:8](=[O:9])[O:10][CH:11]2[CH2:12][CH2:13][N:14]([CH2:17][CH2:18][C:19](=[O:20])[O:21][CH3:22])[CH2:15][CH2:16]2)[cH:3][cH:4][cH:5][cH:6]1>>[c:1]1(-[c:23]2[cH:24][cH:25][cH:26][cH:27][cH:28]2)[c:2]([NH:7][C:8](=[O:9])[O:10][CH:11]2[CH2:12][CH2:13][N:14]([CH2:17][CH2:18][C:19](=[O:20])[OH:21])[CH2:15][CH2:16]2)[cH:3][cH:4][cH:5][cH:6]1. The solvent is C(C)O (ethanol). Reactants: C(O)(O)=O.NC(=N)N (guanidine carbonate), CN(C)C=CC(=O)C1=CC=C(C=C1)C(C)(C)C (1-(N,N-dimethylamino)-3-(4-(1,1-dimethylethyl) phenyl)prop-1-en-3-one). The product is NC1=NC=CC(=N1)C1=CC=C(C=C1)C(C)(C)C (2-Amino 4-(4-(1,1-dimethylethyl)phenyl)pyrimidine). As a reaction SMILES: C(=O)(O)O.[NH2:5][C:6]([NH2:8])=[NH:7].CN([CH:12]=[CH:13][C:14]([C:16]1[CH:21]=[CH:20][C:19]([C:22]([CH3:25])([CH3:24])[CH3:23])=[CH:18][CH:17]=1)=O)C>C(O)C>[NH2:7][C:6]1[N:8]=[C:14]([C:16]2[CH:17]=[CH:18][C:19]([C:22]([CH3:25])([CH3:24])[CH3:23])=[CH:20][CH:21]=2)[CH:13]=[CH:12][N:5]=1 |f:0.1|. Procedure: Sodium metal (10.4 g) was added to absolute ethanol (40 ml). When all the sodium had dissolved, the sodium ethoxide solution so formed was added to a mixture of guanidine carbonate (1.56 g) and (1-(N,N-dimethylamino)-3-(4-(1,1-dimethylethyl) phenyl)prop-1-en-3-one (2.5 g) dissolved in absolute ethanol (40 ml) and the mixture heated under reflux with stirring overnight. The reaction was followed by tlc. On cooling the solid material formed was filtered and washed with water to remove Na2CO3 to gi... Reaction conditions: time 8 hour. The reactants are C1(=CC=CC=C1)CCC=C1C=2C=CC=CC2C=2NC(C=3N(C21)C=CN3)=O (10-(phenylpropylidene)-5H,10H-imidazo[1,2-a]indeno[1,2-e]pyrazin-4-one), CN(C=O)C (dimethylformamide). The reagents and catalysts are [Pd] (palladium on charcoal). Solvent: CO (methanol). The product is C1(=CC=CC=C1)CCCC1C=2C=CC=CC2C=2NC(C=3N(C21)C=CN3)=O (10-(phenylpropyl)-5H,10H-imidazo[1,2-a]indeno-[1,2-e]pyrazin-4-one). Yield: 28.0%. As a reaction SMILES: [C:1]1([CH2:7][CH2:8][CH:9]=[C:10]2[C:22]3[N:21]4[CH:23]=[CH:24][N:25]=[C:20]4[C:19](=[O:26])[NH:18][C:17]=3[C:16]3[CH:15]=[CH:14][CH:13]=[CH:12][C:11]2=3)[CH:6]=[CH:5][CH:4]=[CH:3][CH:2]=1.CN(C)C=O>[Pd].CO>[C:1]1([CH2:7][CH2:8][CH2:9][CH:10]2[C:22]3[N:21]4[CH:23]=[CH:24][N:25]=[C:20]4[C:19](=[O:26])[NH:18][C:17]=3[C:16]3[CH:15]=[CH:14][CH:13]=[CH:12][C:11]2=3)[CH:6]=[CH:5][CH:4]=[CH:3][CH:2]=1. Procedure details: The procedure is performed as in Example 13, but starting with 3.9 g of 10-(phenylpropylidene)-5H,10H-imidazo[1,2-a]indeno[1,2-e]pyrazin-4-one, 180 ml of dimethylformamide, 20 ml of methanol and 0.5 g of 10% palladium on charcoal. The crude product (3.8 g) is purified by chromatography on a column of silica (380 g partially deactivated with 10 ml of water), eluting with a mixture of dichloromethane and methanol (90/10 by volume). After trituration in 10 ml of dichloromethane, filtration and dryi... The reactants are BrC=1C=C2C(C(=CN(C2=CC1)C1=CC=C(C=C1)F)C(=O)N)=O (6-Bromo-1-(4-fluorophenyl)-4-oxo-1,4-dihydroquinoline-3-carboxamide), N1=CC(=CC=C1)B(O)O (3-pyridinylboronic acid), C([O-])([O-])=O.[Na+].[Na+] (sodium carbonate), C(C)(=O)OCC (ethyl acetate). Reagents/catalysts: C1=CC=C(C=C1)P([C-]2C=CC=C2)C3=CC=CC=C3.C1=CC=C(C=C1)P([C-]2C=CC=C2)C3=CC=CC=C3.Cl[Pd]Cl.[Fe+2] ([1,1′-bis(diphenylphosphino)ferrocene]dichloropalladium(II)). Run in C(OC)COC (dimethoxyethane), O (water). Conditions: temperature 150 celsius. Product: FC1=CC=C(C=C1)N1C=C(C(C2=CC(=CC=C12)C=1C=NC=CC1)=O)C(=O)N (1-(4-fluorophenyl)-4-oxo-6-(pyridin-3-yl)-1,4-dihydroquinoline-3-carboxamide). The yield is 66.9%. As a reaction SMILES: Br[C:2]1[CH:3]=[C:4]2[C:9](=[CH:10][CH:11]=1)[N:8]([C:12]1[CH:17]=[CH:16][C:15]([F:18])=[CH:14][CH:13]=1)[CH:7]=[C:6]([C:19]([NH2:21])=[O:20])[C:5]2=[O:22].[N:23]1[CH:28]=[CH:27][CH:26]=[C:25](B(O)O)[CH:24]=1.C(=O)([O-])[O-].[Na+].[Na+].C(OCC)(=O)C>C(COC)OC.C1C=CC(P(C2C=CC=CC=2)[C-]2C=CC=C2)=CC=1.C1C=CC(P(C2C=CC=CC=2)[C-]2C=CC=C2)=CC=1.Cl[Pd]Cl.[Fe+2].O>[F:18][C:15]1[CH:16]=[CH:17][C:12]([N:8]2[C:9]3[C:4](=[CH:3][C:2]([C:25]4[CH:24]=[N:23][CH:28]=[CH:27][CH:26]=4)=[CH:11][CH:10]=3)[C:5](=[O:22])[C:6]([C:19]([NH2:21])=[O:20])=[CH:7]2)=[CH:13][CH:14]=1 |f:2.3.4,7.8.9.10|. Reported procedure: Compound E (15 mg, 0.042 mmol, 1.0 eq), 3-pyridinylboronic acid (11 mg, 0.087 mmol, 2.1 eq), [1,1′-bis(diphenylphosphino)ferrocene]dichloropalladium(II) (3.0 mg, 0.0042 mmol, 0.10 eq) and 1N sodium carbonate (0.21 mL, 0.21 mmol, 5.0 eq) were dissolved in dimethoxyethane (0.6 mL) in a microwave vial and heated at 150° C. for 20 minutes in a microwave reactor. The reaction was portioned between ethyl acetate and water and the layers separated. The aqueous phase was extracted with an additional por... Starting materials: FC(F)(F)c1ccc(Br)cn1, O=C([O-])[O-], CC(C)S(=O)(=O)NC1Cc2ccc(B3OC(C)(C)C(C)(C)O3)cc2C1, [Na+], [Na+], C1COCCO1, O, c1ccc(P(c2ccccc2)(c2ccccc2)[Pd](P(c2ccccc2)(c2ccccc2)c2ccccc2)(P(c2ccccc2)(c2ccccc2)c2ccccc2)P(c2ccccc2)(c2ccccc2)c2ccccc2)cc1. Product: CC(C)S(=O)(=O)NC1Cc2ccc(-c3ccc(C(F)(F)F)nc3)cc2C1. RXN SMILES: [Br:26][c:27]1[cH:28][cH:29][c:30]([C:33]([F:34])([F:35])[F:36])[n:31][cH:32]1.[C:37](=[O:38])([O-:39])[O-:40].[CH3:1][C:2]1([CH3:3])[C:4]([CH3:5])([CH3:6])[O:7][B:8]([c:9]2[cH:10][c:11]3[c:15]([cH:16][cH:17]2)[CH2:14][CH:13]([NH:18][S:19](=[O:20])(=[O:21])[CH:22]([CH3:23])[CH3:24])[CH2:12]3)[O:25]1.[Na+:41].[Na+:42].[O:43]1[CH2:44][CH2:45][O:46][CH2:47][CH2:48]1.[OH2:49].[cH:50]1[cH:51][cH:52][c:53]([P:54]([Pd:55]([P:56]([c:57]2[cH:58][cH:59][cH:60][cH:61][cH:62]2)([c:63]2[cH:64][cH:65][cH:66][cH:67][cH:68]2)[c:69]2[cH:70][cH:71][cH:72][cH:73][cH:74]2)([P:75]([c:76]2[cH:77][cH:78][cH:79][cH:80][cH:81]2)([c:82]2[cH:83][cH:84][cH:85][cH:86][cH:87]2)[c:88]2[cH:89][cH:90][cH:91][cH:92][cH:93]2)[P:94]([c:95]2[cH:96][cH:97][cH:98][cH:99][cH:100]2)([c:101]2[cH:102][cH:103][cH:104][cH:105][cH:106]2)[c:107]2[cH:108][cH:109][cH:110][cH:111][cH:112]2)([c:113]2[cH:114][cH:115][cH:116][cH:117][cH:118]2)[c:119]2[cH:120][cH:121][cH:122][cH:123][cH:124]2)[cH:125][cH:126]1>>[c:9]1(-[c:27]2[cH:28][cH:29][c:30]([C:33]([F:34])([F:35])[F:36])[n:31][cH:32]2)[cH:10][c:11]2[c:15]([cH:16][cH:17]1)[CH2:14][CH:13]([NH:18][S:19](=[O:20])(=[O:21])[CH:22]([CH3:23])[CH3:24])[CH2:12]2. Reactants: COC(COC1=C(C=C(C=C1)I)C)OC (1-(2,2-dimethyoxy-ethoxy)-4-iodo-2-methyl benzene). Solvent: ClC1=CC=CC=C1 (chlorobenzene), ClC1=CC=CC=C1 (chlorobenzene). Yields the product IC=1C=C(C2=C(C=CO2)C1)C (5-Iodo-7-methyl-benzofuran). The yield is 50.2%. RXN SMILES: CO[CH:3](OC)[CH2:4][O:5][C:6]1[CH:11]=[CH:10][C:9]([I:12])=[CH:8][C:7]=1[CH3:13]>ClC1C=CC=CC=1>[I:12][C:9]1[CH:8]=[C:7]([CH3:13])[C:6]2[O:5][CH:4]=[CH:3][C:11]=2[CH:10]=1. Procedure: To a 1 L 3-neck flask was added PPA (2.0 g), anhydrous chlorobenzene (300 ml) and the mixture was brought to reflux. Then 1-(2,2-dimethyoxy-ethoxy)-4-iodo-2-methyl benzene (11.16 g, 34.66 mmol) in chlorobenzene (80 ml) was slowly added by addition funnel over a 2 h period. The reaction was then cooled and passed through a silica plug (washed with chlorobenzene) and concentrated to a mixture of product plus 4-iodo-2-methylphenol. Column chromatography (100% hexane) afforded 4.49 g (53%) product a...